From a dataset of the Open Reaction Database (ORD), a public repository of structured organic reaction records. describe an organic reaction: reactants, conditions, products, and yield Product: CN(C)c1cc(C(=O)CS(C)(=O)=O)cc(N(C)C)c1. As a reaction SMILES: [CH3:24][S:25]([CH3:26])=[O:27].[CH3:3][S:4](=[O:5])(=[O:6])[CH3:7].[CH3:8][N:9]([c:10]1[cH:11][c:12]([C:13](=[O:14])[O:15][CH3:16])[cH:17][c:18]([N:20]([CH3:21])[CH3:22])[cH:19]1)[CH3:23].[H-:1].[Na+:2]>>[CH2:3]([S:4](=[O:5])(=[O:6])[CH3:7])[C:13]([c:12]1[cH:11][c:10]([N:9]([CH3:8])[CH3:23])[cH:19][c:18]([N:20]([CH3:21])[CH3:22])[cH:17]1)=[O:14]. The reactants are CS(C)=O, CS(C)(=O)=O, COC(=O)c1cc(N(C)C)cc(N(C)C)c1, [H-], [Na+]. The product is C(C1=CC=CC=C1)N(C)CC1=C(SC=2N(C(N(C(C21)=O)C2CCC(CC2)O)=O)CC2=C(C=CC=C2F)F)C2=CC=C(C=C2)NC(=O)NOC (N-(4-(5-((benzyl(methyl)amino)methyl)-1-(2,6-difluorobenzyl)-3-(4-hydroxycyclohexyl)-2,4-dioxo-1,2,3,4-tetrahydrothieno[2,3-d]pyrimidin-6-yl)phenyl)-N′-methoxyurea). Yield: 52.2%. RXN SMILES: [CH2:1]([N:8]([CH2:10][C:11]1[C:12]([C:43](O)=[O:44])=[C:13]([N:28]([CH2:34][C:35]2[C:40]([F:41])=[CH:39][CH:38]=[CH:37][C:36]=2[F:42])[C:29](OCC)=[O:30])[S:14][C:15]=1[C:16]1[CH:21]=[CH:20][C:19]([NH:22][C:23]([NH:25][O:26][CH3:27])=[O:24])=[CH:18][CH:17]=1)[CH3:9])[C:2]1[CH:7]=[CH:6][CH:5]=[CH:4][CH:3]=1.[NH2:46][C@H:47]1[CH2:52][CH2:51][C@H:50]([OH:53])[CH2:49][CH2:48]1>>[CH2:1]([N:8]([CH2:10][C:11]1[C:12]2[C:43](=[O:44])[N:46]([CH:47]3[CH2:52][CH2:51][CH:50]([OH:53])[CH2:49][CH2:48]3)[C:29](=[O:30])[N:28]([CH2:34][C:35]3[C:40]([F:41])=[CH:39][CH:38]=[CH:37][C:36]=3[F:42])[C:13]=2[S:14][C:15]=1[C:16]1[CH:17]=[CH:18][C:19]([NH:22][C:23]([NH:25][O:26][CH3:27])=[O:24])=[CH:20][CH:21]=1)[CH3:9])[C:2]1[CH:3]=[CH:4][CH:5]=[CH:6][CH:7]=1. Procedure: The similar reaction as described in Example 5 by using 4-(N-benzyl-N-methylaminomethyl)-2-[N-(2,6-difluorobenzyl)-N-ethoxycarbonylamino]-5-[4-(3-methoxyureido)phenyl]thiophene-3-carboxylic acid (3.19 g, 5 mmol) and trans-4-aminocyclohexanol (1.44 g, 12.5 mmol) gave the title compound (1.80 g, 52%) as colorless crystals. Starting materials: C(C1=CC=CC=C1)N(C)CC=1C(=C(SC1C1=CC=C(C=C1)NC(=O)NOC)N(C(=O)OCC)CC1=C(C=CC=C1F)F)C(=O)O (4-(N-benzyl-N-methylaminomethyl)-2-[N-(2,6-difluorobenzyl)-N-ethoxycarbonylamino]-5-[4-(3-methoxyureido)phenyl]thiophene-3-carboxylic acid), N[C@@H]1CC[C@H](CC1)O (trans-4-aminocyclohexanol). The reactants are CCN1CCCC1CNC(=O)c1c(O)c(Br)cc([N+](=O)[O-])c1OC, CO, [Fe+2], N, O, O, O, O, O, O, O, O, O=S(=O)([O-])[O-]. Yields the product CCN1CCCC1CNC(=O)c1c(O)c(Br)cc(N)c1OC. Reaction SMILES: [Br:1][c:2]1[c:3]([OH:24])[c:4]([C:5](=[O:6])[NH:7][CH2:8][CH:9]2[N:10]([CH2:14][CH3:15])[CH2:11][CH2:12][CH2:13]2)[c:16]([O:22][CH3:23])[c:17]([N+:19]([O-:20])=[O:21])[cH:18]1.[CH3:27][OH:28].[Fe+2:41].[NH3:25].[OH2:26].[OH2:29].[OH2:30].[OH2:31].[OH2:32].[OH2:33].[OH2:34].[OH2:35].[S:36]([O-:37])([O-:38])(=[O:39])=[O:40]>>[Br:1][c:2]1[c:3]([OH:24])[c:4]([C:5](=[O:6])[NH:7][CH2:8][CH:9]2[N:10]([CH2:14][CH3:15])[CH2:11][CH2:12][CH2:13]2)[c:16]([O:22][CH3:23])[c:17]([NH2:19])[cH:18]1. The reactants are O (water), [Na] (sodium), O (water), suspension, [H-].[Al+3].[Li+].[H-].[H-].[H-] (lithium aluminum hydride), solution, C(C)(C)(C)C1=CC=C(C=C1)C1N(C(C2=CC(=CC=C2C1)C)=O)C (3-(4-tert-butylphenyl)-2,7-dimethyl-1,2,3,4-tetrahydroisoquinoline-1-one). The solvent is C1CCOC1 (THF), C1CCOC1 (THF). Yields the product C(C)(C)(C)C1=CC=C(C=C1)C1N(CC2=CC(=CC=C2C1)C)C (3- (4-tert-butylphenyl ) -2,7-dimethyl-1.2,3,4-tetrahydroisoquinoline). The yield is 89.7%. As a reaction SMILES: [H-].[Al+3].[Li+].[H-].[H-].[H-].[C:7]([C:11]1[CH:16]=[CH:15][C:14]([CH:17]2[CH2:26][C:25]3[C:20](=[CH:21][C:22]([CH3:27])=[CH:23][CH:24]=3)[C:19](=O)[N:18]2[CH3:29])=[CH:13][CH:12]=1)([CH3:10])([CH3:9])[CH3:8].O.[Na]>C1COCC1>[C:7]([C:11]1[CH:12]=[CH:13][C:14]([CH:17]2[CH2:26][C:25]3[C:20](=[CH:21][C:22]([CH3:27])=[CH:23][CH:24]=3)[CH2:19][N:18]2[CH3:29])=[CH:15][CH:16]=1)([CH3:10])([CH3:9])[CH3:8] |f:0.1.2.3.4.5,^1:30|. Procedure details: To 70 ml of a suspension containing 1.28 g of lithium aluminum hydride in THF, 30 ml of a solution containing 4.93 g of 3-(4-tert-butylphenyl)-2,7-dimethyl-1,2,3,4-tetrahydroisoquinoline-1-one in THF was added and the resulting mixture was heated to reflux for 14 hours.After the reaction, 1.28 g of water, 1.28 g of 15% aqueous sodium hydroxidesolution and 3.84 g of water were sequentially added in the order mentionedwhile cooling the mixture in ice and the generated precipitates were removed by ...